The task is: describe an organic reaction: reactants, conditions, products, and yield. This data is from the Open Reaction Database (ORD), a public repository of structured organic reaction records. Starting materials: P(O[C@@]1(C[C@@H](O[C@@H]1COC(C1=CC=C(C=C1)OC)(C1=CC=C(C=C1)OC)C1=CC=CC=C1)N1C(=O)NC(=O)C(C)=C1)O)(OC([C@@H]1[C@H](C[C@@H](O1)N1C(=O)NC(=O)C(C)=C1)OC(C1=CC=C(C=C1)OC)(C1=CC=C(C=C1)OC)C1=CC=CC=C1)O)(SCSC(C)=O)=O (O-[5'-O-(4,4'-Dimethoxytrityl)thymidin-3'-yl] O-[3'-O-(4,4'-dimethoxytrityl) thymidin-5'-yl] S-(acetylthiomethyl) phosphorothioate). Run in C(C)(=O)O.O.CO (acetic acid water methanol). Yields the product P(O[C@@]1(C[C@@H](O[C@@H]1CO)N1C(=O)NC(=O)C(C)=C1)O)(OC([C@@H]1[C@H](C[C@@H](O1)N1C(=O)NC(=O)C(C)=C1)O)O)(SCSC(C)=O)=O (O-(Thymidin-3'-yl) O-(thymidin-5'-yl) S-(acetylthiomethyl) phosphorothioate), powder. Isolated yield 85.0%. Reaction SMILES: [P:1](=[O:90])([S:84][CH2:85][S:86][C:87](=[O:89])[CH3:88])([O:43][CH:44]([OH:83])[C@H:45]1[O:49][C@@H:48]([N:50]2[CH:58]=[C:56]([CH3:57])[C:54](=[O:55])[NH:53][C:51]2=[O:52])[CH2:47][C@@H:46]1[O:59]C(C1C=CC=CC=1)(C1C=CC(OC)=CC=1)C1C=CC(OC)=CC=1)[O:2][C@@:3]1([OH:42])[C@@H:7]([CH2:8][O:9]C(C2C=CC=CC=2)(C2C=CC(OC)=CC=2)C2C=CC(OC)=CC=2)[O:6][C@@H:5]([N:33]2[CH:41]=[C:39]([CH3:40])[C:37](=[O:38])[NH:36][C:34]2=[O:35])[CH2:4]1>C(O)(=O)C.O.CO>[P:1](=[O:90])([S:84][CH2:85][S:86][C:87](=[O:89])[CH3:88])([O:43][CH:44]([OH:83])[C@H:45]1[O:49][C@@H:48]([N:50]2[CH:58]=[C:56]([CH3:57])[C:54](=[O:55])[NH:53][C:51]2=[O:52])[CH2:47][C@@H:46]1[OH:59])[O:2][C@@:3]1([OH:42])[C@@H:7]([CH2:8][OH:9])[O:6][C@@H:5]([N:33]2[CH:41]=[C:39]([CH3:40])[C:37](=[O:38])[NH:36][C:34]2=[O:35])[CH2:4]1 |f:1.2.3|. Procedure: The totally protected phosphorothioate dinucleoside (3c) is dissolved in an acetic acid/water/methanol mixture (8:1:1, v:v:v) (5 ml) and left with stirring at ambient temperature all night. The following day, the reaction mixture is evaporated and coevaporated several times with water and with toluene. The residue is then chromatographed on a column of silica gel using a gradient of methanol (0 to 10%) as eluent. The fractions containing the detritylated phosphorothioate triester dinucleoside (4... Reactants: ON=C(C1=CN=CC=C1)N (N′-hydroxynicotinimidamide), C(C)(=O)C=1C=C(C(=O)O)C=CC1 (3-acetylbenzoic acid), N (NH3). Product: N1=CC(=CC=C1)C1=NOC(=N1)C=1C=C(C=CC1)C(C)=O (1-(3-(3-(pyridin-3-yl)-1,2,4-oxadiazol-5-yl)phenyl)ethanone). Reaction SMILES: [OH:1][N:2]=[C:3]([NH2:10])[C:4]1[CH:9]=[CH:8][CH:7]=[N:6][CH:5]=1.[C:11]([C:14]1[CH:15]=[C:16]([CH:20]=[CH:21][CH:22]=1)[C:17](O)=O)(=[O:13])[CH3:12].N>>[N:6]1[CH:7]=[CH:8][CH:9]=[C:4]([C:3]2[N:10]=[C:17]([C:16]3[CH:15]=[C:14]([C:11](=[O:13])[CH3:12])[CH:22]=[CH:21][CH:20]=3)[O:1][N:2]=2)[CH:5]=1. Procedure details: The title compound was prepared according to the procedure of Example 8 using N′-hydroxynicotinimidamide (Aldrich) and 3-acetylbenzoic acid (Aldrich). 1H NMR (300 MHz, CD3OD) δ 2.72 (s, 3 H), 7.66 (ddd, J=8.0, 4.9, 1.0 Hz, 1 H), 7.80 (t, J=8.1 Hz, 1 H), 8.31 (ddd, J=8.1, 1.4, 1.2 Hz, 1 H), 8.47 (ddd, J=8.1, 1.4, 1.2 Hz, 1 H), 8.59 (ddd, J=8.1, 2.0, 1.8 Hz, 1 H), 8.75 (dd, J=5.2, 1.6 Hz, 1 H), 8.81 (t, J=1.4 Hz, 1 H), 9.32 (dd, J=2.4, 0.8 Hz, 1 H) ppm; MS (DCI/NH3) m/z 266 (M+H)+.